describe an organic reaction: reactants, conditions, products, and yield From a dataset of the Open Reaction Database (ORD), a public repository of structured organic reaction records. The reactants are CCOC(=O)C(=O)c1c[nH]c2c(CC)cccc12, CCO, CC(=O)[O-], Cl, NO, [Na+], O. Yields the product CCOC(=O)C(=NO)c1c[nH]c2c(CC)cccc12. Reaction SMILES: [CH2:9]([CH3:10])[O:11][C:12]([C:13]([c:14]1[cH:15][nH:16][c:17]2[c:18]([CH2:23][CH3:24])[cH:19][cH:20][cH:21][c:22]12)=[O:25])=[O:26].[CH3:28][CH2:29][OH:30].[CH3:2][C:3](=[O:4])[O-:5].[ClH:6].[NH2:7][OH:8].[Na+:1].[OH2:27]>>[N:7]([OH:8])=[C:13]([C:12]([O:11][CH2:9][CH3:10])=[O:26])[c:14]1[cH:15][nH:16][c:17]2[c:18]([CH2:23][CH3:24])[cH:19][cH:20][cH:21][c:22]12. Starting materials: CN1CCCC1=O (NMP), ClC1=CC(=NC=2N1N=C(C2)C2CC2)NC(C2=CC=C(C=C2)C(C)(C)O)=O (N-(7-chloro-2-cyclopropylpyrazolo[1,5-a]pyrimidin-5-yl)-4-(2-hydroxypropan-2-yl)benzamide), OC1CCNCC1 (4-hydroxypiperidine). Run in CN(C)C=O (DMF). Product: C1(CC1)C1=NN2C(N=C(C=C2N2CCC(CC2)O)NC(C2=CC=C(C=C2)C(C)(C)O)=O)=C1 (N-(2-cyclopropyl-7-(4-hydroxypiperidin-1-yl)pyrazolo[1,5-a]pyrimidin-5-yl)-4-(2-hydroxypropan-2-yl)benzamide), product. Isolated yield 26.0%. Reaction SMILES: Cl[C:2]1[N:7]2[N:8]=[C:9]([CH:11]3[CH2:13][CH2:12]3)[CH:10]=[C:6]2[N:5]=[C:4]([NH:14][C:15](=[O:26])[C:16]2[CH:21]=[CH:20][C:19]([C:22]([OH:25])([CH3:24])[CH3:23])=[CH:18][CH:17]=2)[CH:3]=1.[OH:27][CH:28]1[CH2:33][CH2:32][NH:31][CH2:30][CH2:29]1.CN1C(=O)CCC1>CN(C=O)C>[CH:11]1([C:9]2[CH:10]=[C:6]3[N:5]=[C:4]([NH:14][C:15](=[O:26])[C:16]4[CH:21]=[CH:20][C:19]([C:22]([OH:25])([CH3:24])[CH3:23])=[CH:18][CH:17]=4)[CH:3]=[C:2]([N:31]4[CH2:32][CH2:33][CH:28]([OH:27])[CH2:29][CH2:30]4)[N:7]3[N:8]=2)[CH2:13][CH2:12]1. Procedure: In a 2 mL microwave vial was placed N-(7-chloro-2-cyclopropylpyrazolo[1,5-a]pyrimidin-5-yl)-4-(2-hydroxypropan-2-yl)benzamide (2J, 100 mg, 0.27 mmol) and 4-hydroxypiperidine (55.0 mg, 0.54 mmol). To the sealed vial was then added NMP (2 ml) and the mixture was then heated in the microwave at 120° C. for 15 minutes. After cooling to room temperature, DMF (1 ml) was added. The crude product mixture was filtered by syringe filter and purified by preparatory HPLC (20-40% ACN/water, TFA mode). Lyophi... Starting materials: Example 4-42, C1(=CC=CC=C1)B(O)O (Phenylboronic acid), O1C(=CC=C1)P(C=1OC=CC1)C=1OC=CC1 (tri(2-furyl)phosphine), C([O-])([O-])=O.[Cs+].[Cs+] (cesium carbonate), BrC=1C=CC(=NC1OC)/C(=C/[C@H]1CCC(N1)=O)/C1=CC=C(C=C1)C(C)(C)C ((5R)-5-[(E)-2-(5-bromo-6-methoxypyridin-2-yl)-2-(4-tert-butylphenyl)ethenyl]pyrrolidin-2-one). Reagents/catalysts: C=1C=CC(=CC1)/C=C/C(=O)/C=C/C2=CC=CC=C2.C=1C=CC(=CC1)/C=C/C(=O)/C=C/C2=CC=CC=C2.C=1C=CC(=CC1)/C=C/C(=O)/C=C/C2=CC=CC=C2.[Pd].[Pd] (tris(dibenzylideneacetone)dipalladium(0)). The solvent is C(C)(=O)OCC (ethyl acetate), O (water), O1CCOCC1 (1,4-dioxane). Conditions: temperature 65 celsius, time 3 hour. Yields the product C(C)(C)(C)C1=CC=C(C=C1)\C(=C/[C@H]1CCC(N1)=O)\C1=NC(=C(C=C1)C1=CC=CC=C1)OC ((5R)-5-[(E)-2-(4-tert-butylphenyl)-2-(6-methoxy-5-phenylpyridin-2-yl)ethenyl]pyrrolidin-2-one). RXN SMILES: [C:1]1(B(O)O)[CH:6]=[CH:5][CH:4]=[CH:3][CH:2]=1.O1C=CC=C1P(C1OC=CC=1)C1OC=CC=1.C(=O)([O-])[O-].[Cs+].[Cs+].Br[C:33]1[CH:34]=[CH:35][C:36](/[C:41](/[C:49]2[CH:54]=[CH:53][C:52]([C:55]([CH3:58])([CH3:57])[CH3:56])=[CH:51][CH:50]=2)=[CH:42]/[C@@H:43]2[NH:47][C:46](=[O:48])[CH2:45][CH2:44]2)=[N:37][C:38]=1[O:39][CH3:40]>O1CCOCC1.C(OCC)(=O)C.C1C=CC(/C=C/C(/C=C/C2C=CC=CC=2)=O)=CC=1.C1C=CC(/C=C/C(/C=C/C2C=CC=CC=2)=O)=CC=1.C1C=CC(/C=C/C(/C=C/C2C=CC=CC=2)=O)=CC=1.[Pd].[Pd].O>[C:55]([C:52]1[CH:53]=[CH:54][C:49](/[C:41](/[C:36]2[CH:35]=[CH:34][C:33]([C:1]3[CH:6]=[CH:5][CH:4]=[CH:3][CH:2]=3)=[C:38]([O:39][CH3:40])[N:37]=2)=[CH:42]\[C@@H:43]2[NH:47][C:46](=[O:48])[CH2:45][CH2:44]2)=[CH:50][CH:51]=1)([CH3:58])([CH3:57])[CH3:56] |f:2.3.4,8.9.10.11.12|. Procedure: Phenylboronic acid (57 mg), tris(dibenzylideneacetone)dipalladium(0) (19 mg), tri(2-furyl)phosphine (32 mg) and cesium carbonate (151 mg) were added to a solution of (5R)-5-[(E)-2-(5-bromo-6-methoxypyridin-2-yl)-2-(4-tert-butylphenyl)ethenyl]pyrrolidin-2-one obtained in Reference Example 4-42 (80 mg) in 1,4-dioxane (1.5 mL)-water (0.5 mL), and the mixture was stirred at an external temperature of 65° C. for three hours. The reaction solution was left to cool, diluted with ethyl acetate and filte... The reactants are BrC1=CC=C(C=N1)CNC(=O)C=1C=2C=NN(C2C=CC1)C1=CC=C(C=C1)F (1-(4-fluoro-phenyl)-1H-indazole-4-carboxylic acid (6-bromo-pyridin-3-ylmethyl)-amide), CS(=O)[O-].[Na+] (sodium methanesulfinate), CNCCNC (N,N′-dimethylethylene diamine). The reagents and catalysts are [O-]S(=O)(=O)C(F)(F)F.[Cu+2].[O-]S(=O)(=O)C(F)(F)F (copper(II) triflate). The solvent is CCOC(=O)C (EtOAc). Conditions: temperature 100 celsius, time 16 hour. Product: CS(=O)(=O)C1=CC=C(C=N1)CNC(=O)C=1C=2C=NN(C2C=CC1)C1=CC=C(C=C1)F (1-(4-Fluoro-phenyl)-1H-indazole-4-carboxylic acid (6-methanesulfonyl-pyridin-3-ylmethyl)-amide). RXN SMILES: Br[C:2]1[N:7]=[CH:6][C:5]([CH2:8][NH:9][C:10]([C:12]2[C:13]3[CH:14]=[N:15][N:16]([C:21]4[CH:26]=[CH:25][C:24]([F:27])=[CH:23][CH:22]=4)[C:17]=3[CH:18]=[CH:19][CH:20]=2)=[O:11])=[CH:4][CH:3]=1.[CH3:28][S:29]([O-:31])=[O:30].[Na+].CNCCNC>CCOC(C)=O.[O-]S(C(F)(F)F)(=O)=O.[Cu+2].[O-]S(C(F)(F)F)(=O)=O>[CH3:28][S:29]([C:2]1[N:7]=[CH:6][C:5]([CH2:8][NH:9][C:10]([C:12]2[C:13]3[CH:14]=[N:15][N:16]([C:21]4[CH:26]=[CH:25][C:24]([F:27])=[CH:23][CH:22]=4)[C:17]=3[CH:18]=[CH:19][CH:20]=2)=[O:11])=[CH:4][CH:3]=1)(=[O:31])=[O:30] |f:1.2,5.6.7|. Procedure: A microwave tube was charged with 1-(4-fluoro-phenyl)-1H-indazole-4-carboxylic acid (6-bromo-pyridin-3-ylmethyl)-amide (650 mg, 1.5 mmol), copper(II) triflate (550 mg, 1.5 mmol) and sodium methanesulfinate (230 mg, 2.3 mmol). The flask was sealed, evacuated and purged (3 times) with nitrogen. The solids were taken up in DMSO (5 mL) and N,N′-dimethylethylene diamine (0.490 mL, 4.59 mmol) was added. The solution was stirred at 100° C. After 16 hours, the mixture was diluted with EtOAc (10 mL) and ... Starting materials: ClC=1C=CC2=C(C(NC(C=3N2N=C(C3)CO)=O)C3=CC=CC=C3)C1 (8-Chloro-5,6-dihydro-4-oxo-6-phenyl-4H-pyrazolo[1,5-a][1,4]benzodiazepine-2-methanol), C1CCOC1 (THF). Reagents/catalysts: O=[Mn]=O (MnO2). Solvent: C1CCOC1.CCCCCC (THF hexane). Yields the product ClC=1C=CC2=C(C(NC(C=3N2N=C(C3)C=O)=O)C3=CC=CC=C3)C1 (8-Chloro-5,6-dihydro-4-oxo-6-phenyl-4H-pyrazolo[1,5-a][1,4]benzodiazepine-2-carboxaldehyde). As a reaction SMILES: [Cl:1][C:2]1[CH:3]=[CH:4][C:5]2[N:11]3[N:12]=[C:13]([CH2:15][OH:16])[CH:14]=[C:10]3[C:9](=[O:17])[NH:8][CH:7]([C:18]3[CH:23]=[CH:22][CH:21]=[CH:20][CH:19]=3)[C:6]=2[CH:24]=1.C1COCC1>O=[Mn]=O.C1COCC1.CCCCCC>[Cl:1][C:2]1[CH:3]=[CH:4][C:5]2[N:11]3[N:12]=[C:13]([CH:15]=[O:16])[CH:14]=[C:10]3[C:9](=[O:17])[NH:8][CH:7]([C:18]3[CH:23]=[CH:22][CH:21]=[CH:20][CH:19]=3)[C:6]=2[CH:24]=1 |f:3.4|. Procedure: A solution of 5.85 g. (17 mmol) of the end product of Example 14 in 600 ml. dry THF was mixed with 24 g. of activated MnO2 and heated to reflux for 17 hours. The mixture was cooled, filtered and the collected solids washed thoroughly with THF. The combined filtrate and washings were concentrated in vacuo. Recrystallization of this crude product from THF/hexane yielded the desired end product. An analytical sample was prepared by an additional recrystallization from THF/hexane and was obtained as... Reactants: C(=O)(OC(C)(C)C)NCCC1=CC=C(C=C1)O (Boc-Tyramine), Cl.O1CCOCC1 (HCl dioxane). The solvent is C(C)(=O)OCC (Ethyl acetate). Run at time 1 hour. Yields the product NCCC1=CC=C(C=C1)O (Tyramine). The yield is 160.9%. RXN SMILES: C([NH:8][CH2:9][CH2:10][C:11]1[CH:16]=[CH:15][C:14]([OH:17])=[CH:13][CH:12]=1)(OC(C)(C)C)=O.Cl.O1CCOCC1>C(OCC)(=O)C>[NH2:8][CH2:9][CH2:10][C:11]1[CH:16]=[CH:15][C:14]([OH:17])=[CH:13][CH:12]=1 |f:1.2|. Procedure: Ethyl acetate (1.5 mL) was added to 100 mg of Boc-Tyramine-PEM (α,γ-mixture) obtained in Reference Example 3 to suspend the compound, and then 4 N HCl/dioxane (0.5 mL) was added thereto. The mixture was stirred for one hour at room temperature. A precipitate thus obtained was filtered with a Kiriyama funnel and dried in a vacuum, and thus 93 mg of Tyramine-PEM (α,γ-mixture) was obtained. The compound is thought to be a dihydrochloride salt, based on yield. The reactants are C1(=CC=CC=C1)S (thiophenol), [Na] (sodium), C(C1=CC=CC=C1)(=O)N1C(=NC(C1=O)(C)C(C)C)C1=C(C(=O)OC)C=C(C=N1)CBr (2-(1-benzoyl-4-isopropyl-4-methyl-5-oxo-2-imidazolin-2-yl)-5-(bromomethyl)nicotinic acid, methyl ester), [Cl-].[NH4+] (ammonium chloride). Solvent: CO (methanol), CO (methanol). Conditions: time 15 hour. Product: C(C)(C)C1(N=C(NC1=O)C1=C(C(=O)OC)C=C(C=N1)CSC1=CC=CC=C1)C (Methyl 2-(4-isopropyl-4-methyl-5-oxo-2-imidazolin-2-yl)-5-[(phenylthio)methyl]nicotinate). Isolated yield 55.0%. Reaction SMILES: [C:1]1([SH:7])[CH:6]=[CH:5][CH:4]=[CH:3][CH:2]=1.[Na].C([N:17]1[C:21](=[O:22])[C:20]([CH:24]([CH3:26])[CH3:25])([CH3:23])[N:19]=[C:18]1[C:27]1[N:36]=[CH:35][C:34]([CH2:37]Br)=[CH:33][C:28]=1[C:29]([O:31][CH3:32])=[O:30])(=O)C1C=CC=CC=1.[Cl-].[NH4+]>CO>[CH:24]([C:20]1([CH3:23])[C:21](=[O:22])[NH:17][C:18]([C:27]2[N:36]=[CH:35][C:34]([CH2:37][S:7][C:1]3[CH:6]=[CH:5][CH:4]=[CH:3][CH:2]=3)=[CH:33][C:28]=2[C:29]([O:31][CH3:32])=[O:30])=[N:19]1)([CH3:26])[CH3:25] |f:3.4,^1:7|. Procedure: A solution of thiophenol, sodium salt and methanol is added to a solution of 2-(1-benzoyl-4-isopropyl-4-methyl-5-oxo-2-imidazolin-2-yl)-5-(bromomethyl)nicotinic acid, methyl ester (14.08 g, 0.0298 mol) and methanol. The reaction mixture is stirred for 15 hours at room temperature, acidified with ammonium chloride (5 g, 0.0869 mol) and concentrated in vacuo to yield an oil. The oil is chromatographed using silica gel and hexanes/ethyl acetate (3:1) to (1:1) as eluant to give the title compound as...